describe an organic reaction: reactants, conditions, products, and yield From a dataset of the Open Reaction Database (ORD), a public repository of structured organic reaction records. The reactants are CCOC(=O)C1CN(Cc2ccccc2)C(=O)C(=C2SC=CS2)C1=O, CI, CN(C)C=O, [H-], [Na+], O. Yields the product CCOC(=O)C1(C)CN(Cc2ccccc2)C(=O)C(=C2SC=CS2)C1=O. Reaction SMILES: [CH2:3]([c:4]1[cH:5][cH:6][cH:7][cH:8][cH:9]1)[N:10]1[CH2:11][CH:12]([C:23](=[O:24])[O:25][CH2:26][CH3:27])[C:13](=[O:22])[C:14](=[C:17]2[S:18][CH:19]=[CH:20][S:21]2)[C:15]1=[O:16].[CH3:28][I:29].[CH3:31][N:32]([CH3:33])[CH:34]=[O:35].[H-:1].[Na+:2].[OH2:30]>>[CH2:3]([c:4]1[cH:5][cH:6][cH:7][cH:8][cH:9]1)[N:10]1[CH2:11][C:12]([C:23](=[O:24])[O:25][CH2:26][CH3:27])([CH3:28])[C:13](=[O:22])[C:14](=[C:17]2[S:18][CH:19]=[CH:20][S:21]2)[C:15]1=[O:16]. The reactants are C(C)(C)(C)OC(=O)N[C@H](C(=O)O)COC1=C(C=CC=C1[N+](=O)[O-])F ((S)-2-(tert-butoxycarbonylamino)-3-(2-fluoro-6-nitrophenoxy)propanoic acid). Reagents/catalysts: [Pd] (Pd/C). Run in CO (MeOH). Reaction conditions: time 4 hour. The product is NC1=C(OC[C@@H](C(=O)O)NC(=O)OC(C)(C)C)C(=CC=C1)F ((S)-3-(2-amino-6-fluorophenoxy)-2-(tert-butoxycarbonylamino)propanoic acid). Isolated yield 96.9%. Reaction SMILES: [C:1]([O:5][C:6]([NH:8][C@@H:9]([CH2:13][O:14][C:15]1[C:20]([N+:21]([O-])=O)=[CH:19][CH:18]=[CH:17][C:16]=1[F:24])[C:10]([OH:12])=[O:11])=[O:7])([CH3:4])([CH3:3])[CH3:2]>CO.[Pd]>[NH2:21][C:20]1[CH:19]=[CH:18][CH:17]=[C:16]([F:24])[C:15]=1[O:14][CH2:13][C@H:9]([NH:8][C:6]([O:5][C:1]([CH3:4])([CH3:2])[CH3:3])=[O:7])[C:10]([OH:12])=[O:11]. Reported procedure: A mixture of (S)-2-(tert-butoxycarbonylamino)-3-(2-fluoro-6-nitrophenoxy)propanoic acid (2.94 g, 8.54 mmol) and 10% Pd/C (150 mg) in MeOH was stirred under H2 for 4 h. The mixture was filtered through Celite and the cake was washed with MeOH. The filtrate was concentrated to afford (S)-3-(2-amino-6-fluorophenoxy)-2-(tert-butoxycarbonylamino)propanoic acid (2.6 g, 97%) which was used without purification. Reaction SMILES: [C:25](=[O:26])([OH:27])[O-:28].[CH2:30]([CH:31]1[CH2:32][CH2:33][CH2:34][O:35]1)[Br:36].[CH3:2][O:3][c:4]1[cH:5][cH:6][c:7]2[c:16]([cH:17]1)[C:15]13[C:10]([O:23][CH3:24])([CH:9]([CH2:8]2)[NH:20][CH2:19][CH2:18]1)[CH:11]([CH3:22])[CH2:12][C:13](=[O:21])[CH2:14]3.[CH3:38][N:39]([CH3:40])[CH:41]=[O:42].[ClH:1].[ClH:37].[Na+:29]>>[CH3:2][O:3][c:4]1[cH:5][cH:6][c:7]2[c:16]([cH:17]1)[C:15]13[C:10]([O:23][CH3:24])([CH:9]([CH2:8]2)[N:20]([CH2:30][CH:31]2[CH2:32][CH2:33][CH2:34][O:35]2)[CH2:19][CH2:18]1)[CH:11]([CH3:22])[CH2:12][C:13](=[O:21])[CH2:14]3.[ClH:1]. The product is COc1ccc2c(c1)C13CCN(CC4CCCO4)C(C2)C1(OC)C(C)CC(=O)C3, Cl. Starting materials: O=C([O-])O, BrCC1CCCO1, COc1ccc2c(c1)C13CCNC(C2)C1(OC)C(C)CC(=O)C3, CN(C)C=O, Cl, Cl, [Na+]. Starting materials: CC(O[Si](C)(C)C(C)(C)C)C1C(=O)NC1C(C)C(=O)C(C)(C)O, CC(=O)O, [O-][I+3]([O-])([O-])[O-], [Na+], C1CCOC1. The product is CC(O[Si](C)(C)C(C)(C)C)C1C(=O)NC1C(C)C(=O)O. Reaction SMILES: [C:1]([CH3:2])([CH3:3])([CH3:4])[Si:5]([O:6][CH:7]([CH3:8])[CH:9]1[C:10](=[O:21])[NH:11][CH:12]1[CH:13]([C:14]([C:15]([OH:16])([CH3:17])[CH3:18])=[O:19])[CH3:20])([CH3:22])[CH3:23].[CH3:30][C:31](=[O:32])[OH:33].[I+3:24]([O-:25])([O-:26])([O-:27])[O-:28].[Na+:29].[O:34]1[CH2:35][CH2:36][CH2:37][CH2:38]1>>[C:1]([CH3:2])([CH3:3])([CH3:4])[Si:5]([O:6][CH:7]([CH3:8])[CH:9]1[C:10](=[O:21])[NH:11][CH:12]1[CH:13]([C:14]([OH:19])=[O:25])[CH3:20])([CH3:22])[CH3:23]. Starting materials: COC1=CC=C(C=C1)[C@H]1[C@H](C(=O)OC)O1 (methyl (-) (2R,3S) 3-(4-methoxyphenyl)-2,3-epoxy-propionate), ClC=1C=CC(=C(C1)S)[N+](=O)[O-] (5-chloro-2-nitrothiophenol). Reagents/catalysts: O.O.C(C)(=O)[O-].[Zn+2].C(C)(=O)[O-] (zinc acetate dihydrate). Run in C1(=CC=CC=C1)C (toluene), C1(=CC=CC=C1)C (toluene). Yields the product ClC=1C=CC(=C(C1)S[C@H]([C@H](C(=O)OC)O)C1=CC=C(C=C1)OC)[N+](=O)[O-] (Methyl (2S,3S) 3-(5-chloro-2-nitro-phenylthio)-2-hydroxy-3-(4-methoxyphenyl)-propionate). Reaction SMILES: [Cl:1][C:2]1[CH:3]=[CH:4][C:5]([N+:9]([O-:11])=[O:10])=[C:6]([SH:8])[CH:7]=1.[CH3:12][O:13][C:14]1[CH:19]=[CH:18][C:17]([C@@H:20]2[O:26][C@H:21]2[C:22]([O:24][CH3:25])=[O:23])=[CH:16][CH:15]=1>C1(C)C=CC=CC=1.O.O.C([O-])(=O)C.[Zn+2].C([O-])(=O)C>[Cl:1][C:2]1[CH:3]=[CH:4][C:5]([N+:9]([O-:11])=[O:10])=[C:6]([S:8][C@@H:20]([C:17]2[CH:16]=[CH:15][C:14]([O:13][CH3:12])=[CH:19][CH:18]=2)[C@@H:21]([OH:26])[C:22]([O:24][CH3:25])=[O:23])[CH:7]=1 |f:3.4.5.6.7|. Reported procedure: In a 25 ml flask equipped with thermometer and nitrogen admission, there are introduced 26 mg of zinc acetate dihydrate, 948 mg of 5-chloro-2-nitrothiophenol and 5 ml of toluene. To the suspension are added dropwise, within 5 mn, a solution of 1.093 g of methyl (-) (2R,3S) 3-(4-methoxyphenyl)-2,3-epoxy-propionate in 9 ml of toluene at 25° C. The temperature rises to 29° C., whilst stirring is maintained for 45 mn. The mixture is evaporated in vacuo, and a yellow oil is obtained, which is used as... The reactants are CCOC(=O)CCCCBr, CC(N)Cc1ccccc1, CCN(C(C)C)C(C)C, c1ccccc1. Yields the product Br, CCN(C(C)C)C(C)C. As a reaction SMILES: [Br:11][CH2:12][CH2:13][CH2:14][CH2:15][C:16]([O:17][CH2:18][CH3:19])=[O:20].[CH3:1][CH:2]([CH2:3][c:4]1[cH:5][cH:6][cH:7][cH:8][cH:9]1)[NH2:10].[CH:21]([CH3:22])([CH3:23])[N:24]([CH2:25][CH3:26])[CH:27]([CH3:28])[CH3:29].[cH:30]1[cH:31][cH:32][cH:33][cH:34][cH:35]1>>[BrH:11].[CH:21]([CH3:22])([CH3:23])[N:24]([CH2:25][CH3:26])[CH:27]([CH3:28])[CH3:29]. Starting materials: CS(=O)[O-], CS(C)=O, [Cu]I, [Na+], [Na+], [OH-], O, O=S(=O)(c1ccccc1)n1c(C(O)(CC2CCCC2)c2ccc(Br)cn2)cc2cccnc21. Yields the product CS(=O)(=O)c1ccc(C(O)(CC2CCCC2)c2cc3cccnc3n2S(=O)(=O)c2ccccc2)nc1. As a reaction SMILES: [CH3:34][S:35](=[O:36])[O-:37].[CH3:42][S:43]([CH3:44])=[O:45].[Cu:46][I:47].[Na+:38].[Na+:40].[OH-:39].[OH2:41].[c:1]1([S:7](=[O:8])(=[O:9])[n:10]2[c:11]([C:19]([CH2:20][CH:21]3[CH2:22][CH2:23][CH2:24][CH2:25]3)([OH:26])[c:27]3[n:28][cH:29][c:30]([Br:33])[cH:31][cH:32]3)[cH:12][c:13]3[c:14]2[n:15][cH:16][cH:17][cH:18]3)[cH:2][cH:3][cH:4][cH:5][cH:6]1>>[c:1]1([S:7](=[O:8])(=[O:9])[n:10]2[c:11]([C:19]([CH2:20][CH:21]3[CH2:22][CH2:23][CH2:24][CH2:25]3)([OH:26])[c:27]3[n:28][cH:29][c:30]([S:35]([CH3:34])(=[O:36])=[O:37])[cH:31][cH:32]3)[cH:12][c:13]3[c:14]2[n:15][cH:16][cH:17][cH:18]3)[cH:2][cH:3][cH:4][cH:5][cH:6]1. Reactants: C#CCOCC(=O)N(C)C, CCOC(C)=O, CC(C)NC(C)C, Nc1c(Cl)cc(I)c2c1OCO2, [I-]. The product is CN(C)C(=O)COCC#Cc1cc(Cl)c(N)c2c1OCO2. RXN SMILES: [CH3:21][N:22]([C:23]([CH2:24][O:25][CH2:26][C:27]#[CH:28])=[O:29])[CH3:30].[CH3:31][CH2:32][O:33][C:34](=[O:35])[CH3:36].[CH:2]([NH:3][CH:4]([CH3:5])[CH3:6])([CH3:7])[CH3:8].[Cl:9][c:10]1[c:11]([NH2:20])[c:12]2[c:13]([c:17]([I:19])[cH:18]1)[O:14][CH2:15][O:16]2.[I-:1]>>[Cl:9][c:10]1[c:11]([NH2:20])[c:12]2[c:13]([c:17]([C:28]#[C:27][CH2:26][O:25][CH2:24][C:23]([N:22]([CH3:21])[CH3:30])=[O:29])[cH:18]1)[O:14][CH2:15][O:16]2. Starting materials: [Br-], COc1cc(CCNC(=O)C(=CO)c2ccc(Cl)cc2)ccc1OCc1ccccc1, CCCC[N+](CCCC)(CCCC)CCCC, COCCOC, FC(F)Cl, Cl, [K+], [OH-]. Yields the product COc1cc(CCNC(=O)C(=COC(F)F)c2ccc(Cl)cc2)ccc1OCc1ccccc1. RXN SMILES: [Br-:39].[CH2:1]([c:2]1[cH:3][cH:4][cH:5][cH:6][cH:7]1)[O:8][c:9]1[c:10]([O:30][CH3:31])[cH:11][c:12]([CH2:15][CH2:16][NH:17][C:18]([C:19](=[CH:20][OH:21])[c:22]2[cH:23][cH:24][c:25]([Cl:28])[cH:26][cH:27]2)=[O:29])[cH:13][cH:14]1.[CH3:40][CH2:41][CH2:42][CH2:43][N+:44]([CH2:45][CH2:46][CH2:47][CH3:48])([CH2:49][CH2:50][CH2:51][CH3:52])[CH2:53][CH2:54][CH2:55][CH3:56].[CH3:57][O:58][CH2:59][CH2:60][O:61][CH3:62].[Cl:34][CH:35]([F:36])[F:37].[ClH:38].[K+:33].[OH-:32]>>[CH2:1]([c:2]1[cH:3][cH:4][cH:5][cH:6][cH:7]1)[O:8][c:9]1[c:10]([O:30][CH3:31])[cH:11][c:12]([CH2:15][CH2:16][NH:17][C:18]([C:19](=[CH:20][O:21][CH:35]([F:36])[F:37])[c:22]2[cH:23][cH:24][c:25]([Cl:28])[cH:26][cH:27]2)=[O:29])[cH:13][cH:14]1.